Dataset: the Open Reaction Database (ORD), a public repository of structured organic reaction records. Task: describe an organic reaction: reactants, conditions, products, and yield Yields the product OCc1cccc(-c2cnccn2)c1. Reactants: [BH4-], CO, [Na+], O=Cc1cccc(-c2cnccn2)c1. As a reaction SMILES: [BH4-:15].[CH3:17][OH:18].[Na+:16].[n:1]1[c:2](-[c:7]2[cH:8][c:9]([CH:10]=[O:11])[cH:12][cH:13][cH:14]2)[cH:3][n:4][cH:5][cH:6]1>>[n:1]1[c:2](-[c:7]2[cH:8][c:9]([CH2:10][OH:11])[cH:12][cH:13][cH:14]2)[cH:3][n:4][cH:5][cH:6]1.